Dataset: the Open Reaction Database (ORD), a public repository of structured organic reaction records. Task: describe an organic reaction: reactants, conditions, products, and yield Run in CN(C)C=O (DMF), O (water). Reported procedure: To a stirred solution of N'-t-butyl-N,N'-dibenzoylhydrazine (3 g, 0.011M) in DMF (30 ml) at room temperature under nitrogen was added portionwise sodium hydride (60% oil dispersion) (0.5 g, 0.012M). The mixture was stirred at room temperature for 0.5 hours, and then allyl iodide (1.8 g, 0.01M) was added dropwise. The reaction mixture was warmed to 60° C. and stirred for 2 hours. The mixture was then diluted with water (50 ml), neutralized with 10% HCl and the product extracted into methylene chl... Reaction SMILES: [C:1]([N:5]([C:15](=[O:22])[C:16]1[CH:21]=[CH:20][CH:19]=[CH:18][CH:17]=1)[NH:6][C:7](=[O:14])[C:8]1[CH:13]=[CH:12][CH:11]=[CH:10][CH:9]=1)([CH3:4])([CH3:3])[CH3:2].[H-].[Na+].[CH2:25](I)[CH:26]=[CH2:27].Cl>CN(C=O)C.O>[CH2:27]([N:6]([C:7](=[O:14])[C:8]1[CH:13]=[CH:12][CH:11]=[CH:10][CH:9]=1)[N:5]([C:1]([CH3:4])([CH3:2])[CH3:3])[C:15](=[O:22])[C:16]1[CH:17]=[CH:18][CH:19]=[CH:20][CH:21]=1)[CH:26]=[CH2:25] |f:1.2|. Yields the product C(C=C)N(N(C(C1=CC=CC=C1)=O)C(C)(C)C)C(C1=CC=CC=C1)=O (N-allyl-N'-t-butyl-N,N'-dibenzoylhydrazine). Starting materials: C(C)(C)(C)N(NC(C1=CC=CC=C1)=O)C(C1=CC=CC=C1)=O (N'-t-butyl-N,N'-dibenzoylhydrazine), [H-].[Na+] (sodium hydride), Cl (HCl), C(C=C)I (allyl iodide). Reaction conditions: time 0.5 hour. Isolated yield 52.7%. Solvent: C1CCOC1 (THF). The reactants are [H-].[Na+] (NaH), ClC=1C=C(C=CC1Cl)/C=C/C(=O)N1CCNC(CC1)=O (1-[(E)-3-(3,4-dichloro-phenyl)-acryloyl]-[1,4]diazepan-5-one), BrCC(=O)N(C)OC (2-bromo-N-methoxy-N-methyl-acetamide), BrCC(=O)N(C)OC (2-bromo-N-methoxy-N-methyl-acetamide), OS(=O)(=O)[O-].[K+] (KHSO4). Procedure details: A suspension of 5.01 g (16.00 mmol) of 1-[(E)-3-(3,4-dichloro-phenyl)-acryloyl]-[1,4]diazepan-5-one and 3.20 g (17.60 mmol) of 2-bromo-N-methoxy-N-methyl-acetamide (intermediate 1D) in 110 ml of THF was treated at 0° C. with 0.84 g (19.20 mmol) of NaH (55% in oil) in two portions. The reaction was warmed up to RT over night and stirred for 2.5 h at 75° C. The reaction was cooled and neutralized with cold aqueous 10% KHSO4 and extracted with EtOAc (3×). The organic phases were washed with aqueous... Conditions: time 2.5 hour. RXN SMILES: [Cl:1][C:2]1[CH:3]=[C:4](/[CH:9]=[CH:10]/[C:11]([N:13]2[CH2:19][CH2:18][C:17](=[O:20])[NH:16][CH2:15][CH2:14]2)=[O:12])[CH:5]=[CH:6][C:7]=1[Cl:8].Br[CH2:22][C:23]([N:25]([O:27][CH3:28])[CH3:26])=[O:24].[H-].[Na+].OS([O-])(=O)=O.[K+]>C1COCC1>[Cl:1][C:2]1[CH:3]=[C:4](/[CH:9]=[CH:10]/[C:11]([N:13]2[CH2:19][CH2:18][C:17](=[O:20])[N:16]([CH2:22][C:23]([N:25]([O:27][CH3:28])[CH3:26])=[O:24])[CH2:15][CH2:14]2)=[O:12])[CH:5]=[CH:6][C:7]=1[Cl:8] |f:2.3,4.5|. The product is ClC=1C=C(C=CC1Cl)/C=C/C(=O)N1CCN(C(CC1)=O)CC(=O)N(C)OC (2-{4-[(E)-3-(3,4-Dichloro-phenyl)-acryloyl]-7-oxo-[1,4]diazepan-1-yl}-N-methoxy-N-methyl-acetamide). Reactants: [Br-], COc1ccccc1C(C)C, O=C(OO)c1cccc(Cl)c1, ClCCl, [K+], C1COCCOCCOCCOCCOCCO1, O. Yields the product COc1ccc(Br)cc1C(C)C. As a reaction SMILES: [Br-:2].[CH:32]([CH3:33])([CH3:34])[c:35]1[c:36]([O:41][CH3:42])[cH:37][cH:38][cH:39][cH:40]1.[Cl:21][c:22]1[cH:23][c:24]([C:28]([O:29][OH:30])=[O:31])[cH:25][cH:26][cH:27]1.[Cl:43][CH2:44][Cl:45].[K+:1].[O:3]1[CH2:4][CH2:5][O:6][CH2:7][CH2:8][O:9][CH2:10][CH2:11][O:12][CH2:13][CH2:14][O:15][CH2:16][CH2:17][O:18][CH2:19][CH2:20]1.[OH2:46]>>[Br:2][c:39]1[cH:38][cH:37][c:36]([O:41][CH3:42])[c:35]([CH:32]([CH3:33])[CH3:34])[cH:40]1. Yields the product C(C)OC(CC(C1CCC(CC1)CCC)=O)=O (3-oxo-3-(4-propyl-cyclohexyl)-propionic acid ethyl ester). Run in O (water), [Cl-].[Na+].O (brine). As a reaction SMILES: [CH2:1]([O:3][C:4](=[O:22])[CH:5]([C:11]([CH:13]1[CH2:18][CH2:17][CH:16]([CH2:19][CH2:20][CH3:21])[CH2:15][CH2:14]1)=[O:12])C(OCC)=O)[CH3:2].C1(C)C=CC(S(O)(=O)=O)=CC=1>O.[Cl-].[Na+].O>[CH2:1]([O:3][C:4](=[O:22])[CH2:5][C:11](=[O:12])[CH:13]1[CH2:14][CH2:15][CH:16]([CH2:19][CH2:20][CH3:21])[CH2:17][CH2:18]1)[CH3:2] |f:3.4.5|. The reactants are C(C)OC(C(C(=O)OCC)C(=O)C1CCC(CC1)CCC)=O (2-(4-propyl-cyclohexanecarbonyl)-malonic acid diethyl ester), C1(=CC=C(C=C1)S(=O)(=O)O)C (p-toluenesulfonic acid). Isolated yield 83.1%. Reported procedure: A solution of 3.0 g (9.6 mmol) 2-(4-propyl-cyclohexanecarbonyl)-malonic acid diethyl ester and 0.3 g p-toluenesulfonic acid in 30 mL water was heated to reflux for 3 hr and allowed to stand at room temperature over 3 nights. The reaction was diluted with brine, extracted with ethyl acetate, dried over MgSO4, and concentrated to afford 1.92 g (7.98 mmol) 3-oxo-3-(4-propyl-cyclohexyl)-propionic acid ethyl ester as a clear oil. Reported procedure: Liquid or gaseous sulfur trioxide is introduced while stirring into a melt consisting of the reaction products obtained in the reaction of sulfur trioxide and ammonia while maintaining a constant ammonia pressure above the melt. The sulfur trioxide reacts with the ammonia dissolved in the melt to yield ammonium sulfamate and ammonium imidodisulfonate and with the melt itself to yield ammoniumhydrogenoimidodisulfonate which latter undergoes a further reaction in the melt or at the interface betwe... Product: S(N)([O-])(=O)=O.[NH4+] (ammonium sulfamate), [NH4+].N(S(=O)(=O)[O-])S(=O)(=O)[O-] (ammonium imidodisulfonate). RXN SMILES: [NH3:1].[S:2](=[O:5])(=[O:4])=[O:3]>>[S:2](=[O:5])(=[O:4])([O-:3])[NH2:1].[NH4+:1].[NH4+:1].[NH:1]([S:2]([O-:5])(=[O:4])=[O:3])[S:2]([O-:5])(=[O:4])=[O:3] |f:2.3,4.5|. Reactants: N (ammonia), S(=O)(=O)=O (sulfur trioxide), N (ammonia). Reactants: Cl (HCl), OC=1C=C(C(=O)OC)C=CC1 (methyl 3-hydroxybenzoate), ClC[C@H]1OC(OC1)(C)C ((S)-4-(chloromethyl)-2,2-dimethyl-1,3-dioxolane), C(=O)([O-])[O-].[K+].[K+] (K2CO3). Solvent: CN(C)C=O (DMF), O (water). Reaction conditions: temperature 160 celsius, time 18 hour. Product: CC1(OC[C@H](O1)COC=1C=C(C(=O)OC)C=CC1)C ((R)-methyl 3-((2,2-dimethyl-1,3-dioxolan-4-yl)methoxy)benzoate). Yield: 49.0%. RXN SMILES: [OH:1][C:2]1[CH:3]=[C:4]([CH:9]=[CH:10][CH:11]=1)[C:5]([O:7][CH3:8])=[O:6].Cl[CH2:13][C@@H:14]1[CH2:18][O:17][C:16]([CH3:20])([CH3:19])[O:15]1.C([O-])([O-])=O.[K+].[K+].Cl>CN(C=O)C.O>[CH3:19][C:16]1([CH3:20])[O:15][C@H:14]([CH2:13][O:1][C:2]2[CH:3]=[C:4]([CH:9]=[CH:10][CH:11]=2)[C:5]([O:7][CH3:8])=[O:6])[CH2:18][O:17]1 |f:2.3.4|. Procedure details: A mixture of methyl 3-hydroxybenzoate (10.0 g, 65.8 mmol), (S)-4-(chloromethyl)-2,2-dimethyl-1,3-dioxolane (13.0 g, 98.7 mmol) and K2CO3 (18.0 g, 132 mmol) in DMF (100 ml) was stirred for 18 h at 160° C. The mixture was diluted with water (150 mL) and adjusted to pH=6 by the addition of 3N HCl. The mixture was extracted with ethyl acetate (200 ml×3) and the combined organic layers were dried (MgSO4) and concentrated under reduced pressure. The residue was purified by column chromatography (10% E... Product: NCC(O)Cc1ccccc1. RXN SMILES: [CH3:16][OH:17].[H:14][H:15].[N:1](=[N+:2]=[N-:3])[CH2:4][CH:5]([CH2:6][c:7]1[cH:8][cH:9][cH:10][cH:11][cH:12]1)[OH:13]>>[NH2:1][CH2:4][CH:5]([CH2:6][c:7]1[cH:8][cH:9][cH:10][cH:11][cH:12]1)[OH:13]. Reactants: CO, [H][H], [N-]=[N+]=NCC(O)Cc1ccccc1. The reactants are NC1=CC=C(C(=O)O)C=C1 (4-aminobenzoic acid). Reagents/catalysts: [Rh] (rhodium/carbon). The solvent is O (water), O (water). Conditions: time 4 day. Yields the product C1CC2CCC1C(=O)N2 (3-isoquinuclidone). As a reaction SMILES: [NH2:1][C:2]1[CH:10]=[CH:9][C:5]([C:6](O)=[O:7])=[CH:4][CH:3]=1>O.[Rh]>[CH2:4]1[CH:5]2[C:6]([NH:1][CH:2]([CH2:10][CH2:9]2)[CH2:3]1)=[O:7]. Reported procedure: Suspend 5% rhodium/carbon (2 g) in water (50 mL) and add 4-aminobenzoic acid (27.4 g, 200 mmol) and dilute to 200 mL with water. Shake the mixture at 50 psi for 4 days, filter through glass fiber and evaporate the solvent in vacuo to a white solid. Mix the solid with diphenyl ether and heat quickly to reflux for 20 minutes. Cool and partition between hexane and water. Separate the organic phase and wash with water. Combine the aqueous phases, treat with sodium hydrogen carbonate and subject to c... Reactants: OC12CCCCCCCCCC2C(CC(C1)C)=O ((1RS,11RS,14RS)-1-hydroxy-14-methyl-bicyclo[9.4.0]-pentadecan-12-one), C(=C)OC=C (vinyl ether), FC(C(=O)O)(F)F (trifluoroacetic acid). The solvent is SiO2, C1CCOC1 (THF), CCCCC.CCOC(=O)C (pentane EtOAc). Yields the product C(CCC)OC(C)OC12CCCCCCCCCC2C(CC(C1)C)=O ((1RS,11RS,14RS)-1-butoxyethoxy-14-methylbicyclo[9.4.0]-pentadecan-12-one). The yield is 82.0%. As a reaction SMILES: [OH:1][C:2]12[CH2:16][CH:15]([CH3:17])[CH2:14][C:13](=[O:18])[CH:12]1[CH2:11][CH2:10][CH2:9][CH2:8][CH2:7][CH2:6][CH2:5][CH2:4][CH2:3]2.[CH:19]([O:21][CH:22]=[CH2:23])=[CH2:20].F[C:25](F)(F)[C:26](O)=O>C1COCC1.CCCCC.CCOC(C)=O>[CH2:19]([O:21][CH:22]([O:1][C:2]12[CH2:16][CH:15]([CH3:17])[CH2:14][C:13](=[O:18])[CH:12]1[CH2:11][CH2:10][CH2:9][CH2:8][CH2:7][CH2:6][CH2:5][CH2:4][CH2:3]2)[CH3:23])[CH2:20][CH2:25][CH3:26] |f:4.5|. Procedure details: A mixture of 2 g (7.9 mmol) of (16) and 0.84 ml (8.7 mmol) buthyl vinyl ether in 2 ml THF was stirred at room temperature in the presence of 20 μl (0.32 mmol) trifluoroacetic acid for 1 day. Flash chromatography of the reaction mixture, using SiO2 (80 g) and pentane/EtOAc=9:1 as eluent, afforded 2.3 g (82%) of (27) as a ˜1:1 mixture of diastereomers.